describe an organic reaction: reactants, conditions, products, and yield From a dataset of the Open Reaction Database (ORD), a public repository of structured organic reaction records. Starting materials: ClC=1C=NC(=C(C(=O)O)C1)CC1=CC=C(C=C1)F (5-Chloro-2-(4-fluorobenzyl)nicotinic acid), Cl.N[C@@H](C)C1=CC=C(C(=O)OC)C=C1 (Methyl 4-[(1S)-1-aminoethyl]benzoate hydrochloride). The product is ClC=1C=C(C(=NC1)CC1=CC=C(C=C1)F)C(=O)N[C@@H](C)C1=CC=C(C(=O)OC)C=C1 (Methyl 4-[(1S)-1-({[5-chloro-2-(4-fluorobenzyl)pyridin-3-yl]carbonyl}amino)ethyl]benzoate). RXN SMILES: [Cl:1][C:2]1[CH:3]=[N:4][C:5]([CH2:11][C:12]2[CH:17]=[CH:16][C:15]([F:18])=[CH:14][CH:13]=2)=[C:6]([CH:10]=1)[C:7]([OH:9])=O.Cl.[NH2:20][C@H:21]([C:23]1[CH:32]=[CH:31][C:26]([C:27]([O:29][CH3:30])=[O:28])=[CH:25][CH:24]=1)[CH3:22]>>[Cl:1][C:2]1[CH:10]=[C:6]([C:7]([NH:20][C@H:21]([C:23]2[CH:32]=[CH:31][C:26]([C:27]([O:29][CH3:30])=[O:28])=[CH:25][CH:24]=2)[CH3:22])=[O:9])[C:5]([CH2:11][C:12]2[CH:17]=[CH:16][C:15]([F:18])=[CH:14][CH:13]=2)=[N:4][CH:3]=1 |f:1.2|. Reported procedure: The title compound was prepared according to the procedure described in step 3 of Example 1 from 5-chloro-2-(4-fluorobenzyl)nicotinic acid (step 2) and methyl 4-[(1S)-1-aminoethyl]benzoate hydrochloride (step 3 of Example 5): 1H-NMR (CDCl3) δ 9.15 (1H, d, J=7.7 Hz), 8.63 (1H, d, J=2.4 Hz), 7.96–7.92 (3H, m), 7.50 (2H, d, J=8.4 Hz), 7.15–6.96 (4H, m), 5.19–5.09 (1H, m), 4.17 (1H, d, J=14.0 Hz), 4.08 (1H, d, J=14.0 Hz), 3.85 (3H, s), 1.42 (2H, d, J=7.0 Hz); MS (ESI) m/z 427 (M+H)+, 425 (M−H)−. The reactants are C[Si](C)(C)CCOCn1ccc2c(-c3cnn(C4CCC(COS(C)(=O)=O)CC4)c3)ncnc21, CS(C)=O, N#C[Na]. The product is C[Si](C)(C)CCOCn1ccc2c(-c3cnn(C4CCC(CC#N)CC4)c3)ncnc21. RXN SMILES: [CH3:1][S:2]([O:3][CH2:6][CH:7]1[CH2:8][CH2:9][CH:10]([n:13]2[n:14][cH:15][c:16](-[c:18]3[c:19]4[c:20]([n:21][cH:22][n:23]3)[n:24]([CH2:27][O:28][CH2:29][CH2:30][Si:31]([CH3:32])([CH3:33])[CH3:34])[cH:25][cH:26]4)[cH:17]2)[CH2:11][CH2:12]1)(=[O:4])=[O:5].[CH3:38][S:39]([CH3:40])=[O:41].[Na:35][C:36]#[N:37]>>[CH2:6]([CH:7]1[CH2:8][CH2:9][CH:10]([n:13]2[n:14][cH:15][c:16](-[c:18]3[c:19]4[c:20]([n:21][cH:22][n:23]3)[n:24]([CH2:27][O:28][CH2:29][CH2:30][Si:31]([CH3:32])([CH3:33])[CH3:34])[cH:25][cH:26]4)[cH:17]2)[CH2:11][CH2:12]1)[C:36]#[N:37].